Dataset: the Open Reaction Database (ORD), a public repository of structured organic reaction records. Task: describe an organic reaction: reactants, conditions, products, and yield Reactants: CC1=C(OC2=C(C=CC=C2C1=O)C(=O)Cl)C1=CC=CC=C1 (3-methyl-8-chlorocarbonylflavone), C=1(C(=CC=CC1)C)C (xylene), quinoline-S. The reagents and catalysts are [Pd] (palladium on barium sulfate). The solvent is C(Cl)(Cl)Cl (chloroform). Product: CC1=C(OC2=C(C=CC=C2C1=O)C=O)C1=CC=CC=C1 (3-methyl-8-formylflavone). Reaction SMILES: [CH3:1][C:2]1[C:11](=[O:12])[C:10]2[C:5](=[C:6]([C:13](Cl)=[O:14])[CH:7]=[CH:8][CH:9]=2)[O:4][C:3]=1[C:16]1[CH:21]=[CH:20][CH:19]=[CH:18][CH:17]=1.C1(C)C(C)=CC=CC=1>C(Cl)(Cl)Cl.[Pd]>[CH3:1][C:2]1[C:11](=[O:12])[C:10]2[C:5](=[C:6]([CH:13]=[O:14])[CH:7]=[CH:8][CH:9]=2)[O:4][C:3]=1[C:16]1[CH:21]=[CH:20][CH:19]=[CH:18][CH:17]=1. Reported procedure: A mixture of 59.74 g of 3-methyl-8-chlorocarbonylflavone (obtained from 3-methylflavon-8-carboxylic acid and thionyl chloride, white crystals, m.p. 156°-156.5° C.), 200 ml of xylene, 6 g of 5% palladium on barium sulfate and 0.4 ml of quinoline-S, maintained under stirring and under hydrogen flow, was heated for 6-7 hours at 85°-90° C. Upon completion of the reaction, the mixture was cooled, diluted with chloroform (20 ml), filtered, the solvent was evaporated under vacuum, and 260 ml of 20% sod... The reactants are COC(C(CC(C)C)C=1C=C(C=C(C1)OS(=O)(=O)C(F)(F)F)C1=CC(=C(C=C1)Cl)C(F)(F)F)=O (2-(4′-chloro-5-trifluoromethanesulfonyloxy-3′-trifluoromethyl-biphenyl-3-yl)-4-methyl-pentanoic acid methyl ester), FC(C1=C(N)C=C(C=C1)C(F)(F)F)(F)F (2,5-bis-(trifluoromethyl)aniline). The product is COC(C(CC(C)C)C=1C=C(C=C(C1)NC1=C(C=CC(=C1)C(F)(F)F)C(F)(F)F)C1=CC(=C(C=C1)Cl)C(F)(F)F)=O (2-[4′-Chloro-5-(2,5-bis-trifluoromethyl-phenylamino)-3′-trifluoromethyl-biphenyl-3-yl]-4-methyl-pentanoic acid methyl ester). The yield is 35.0%. As a reaction SMILES: [CH3:1][O:2][C:3](=[O:34])[CH:4]([C:9]1[CH:10]=[C:11]([C:23]2[CH:28]=[CH:27][C:26]([Cl:29])=[C:25]([C:30]([F:33])([F:32])[F:31])[CH:24]=2)[CH:12]=[C:13](OS(C(F)(F)F)(=O)=O)[CH:14]=1)[CH2:5][CH:6]([CH3:8])[CH3:7].[F:35][C:36]([F:49])([F:48])[C:37]1[CH:43]=[CH:42][C:41]([C:44]([F:47])([F:46])[F:45])=[CH:40][C:38]=1[NH2:39]>>[CH3:1][O:2][C:3](=[O:34])[CH:4]([C:9]1[CH:10]=[C:11]([C:23]2[CH:28]=[CH:27][C:26]([Cl:29])=[C:25]([C:30]([F:33])([F:31])[F:32])[CH:24]=2)[CH:12]=[C:13]([NH:39][C:38]2[CH:40]=[C:41]([C:44]([F:46])([F:45])[F:47])[CH:42]=[CH:43][C:37]=2[C:36]([F:48])([F:49])[F:35])[CH:14]=1)[CH2:5][CH:6]([CH3:8])[CH3:7]. Procedure details: The title compound was prepared in 35% yield from 2-(4′-chloro-5-trifluoromethanesulfonyloxy-3′-trifluoromethyl-biphenyl-3-yl)-4-methyl-pentanoic acid methyl ester and 2,5-bis-(trifluoromethyl)aniline under the conditions described in Example 37, step (b).